This data is from the Open Reaction Database (ORD), a public repository of structured organic reaction records. The task is: describe an organic reaction: reactants, conditions, products, and yield The solvent is COCCOC (DME), COCCOC (DME). Procedure: An alternative procedure for the preparation is as follows: To a 3-necked flask equipped with stirrer, nitrogen inlet and internal thermometer was charged with 3-amino, 6-bromoisoquinoline (6.0 g, 20.0 mmol), 2-(2′,6′-dimethoxybiphenyl)dicyclohexylphosphine (S-Phos) (2.0 g 3.0 mmol), thoroughly freshly degassed DME (200 mL), water (40 mL), and Cs2CO3 (46.2 g, 142.0 mmol). The suspension was placed under nitrogen in a pre-heated oil bath at 86° C. Meanwhile, a solution of 1-BOC-4-(4,4,5,5-tetrame... Reactants: B(O)O.N1N=CC=C1 (pyrazole boronate), BrC=1C=C2C=CN=CC2=CC1 (6-bromoisoquinoline), 2-(2′,6′-dimethoxybiphenyl)dicyclohexylphosphine, O (water), C(=O)([O-])[O-].[Cs+].[Cs+] (Cs2CO3). Reaction conditions: temperature 84 celsius, time 20 minute. Reaction SMILES: BrC1[CH:3]=[C:4]2[C:9](=[CH:10]C=1)[CH:8]=NC=[CH:5]2.O.[C:13]([O-:16])([O-])=[O:14].[Cs+].[Cs+].[BH:19]([OH:21])[OH:20].[NH:22]1[CH:26]=[CH:25][CH:24]=[N:23]1>COCCOC.C1C=CC(/C=C/C(/C=C/C2C=CC=CC=2)=O)=CC=1.C1C=CC(/C=C/C(/C=C/C2C=CC=CC=2)=O)=CC=1.C1C=CC(/C=C/C(/C=C/C2C=CC=CC=2)=O)=CC=1.[Pd].[Pd]>[C:13]([N:22]1[CH:26]=[C:25]([B:19]2[O:21][C:9]([CH3:8])([CH3:10])[C:4]([CH3:3])([CH3:5])[O:20]2)[CH:24]=[N:23]1)([O:16][C:4]([CH3:9])([CH3:5])[CH3:3])=[O:14] |f:2.3.4,5.6,8.9.10.11.12|. Product: C(=O)(OC(C)(C)C)N1N=CC(=C1)B1OC(C(O1)(C)C)(C)C (1-BOC-4-(4,4,5,5-tetramethyl-1,3,2-dioxaborolan-2-yl)pyrazole). The reagents and catalysts are C=1C=CC(=CC1)/C=C/C(=O)/C=C/C2=CC=CC=C2.C=1C=CC(=CC1)/C=C/C(=O)/C=C/C2=CC=CC=C2.C=1C=CC(=CC1)/C=C/C(=O)/C=C/C2=CC=CC=C2.[Pd].[Pd] (Pd2(dba)3).